Dataset: the Open Reaction Database (ORD), a public repository of structured organic reaction records. Task: describe an organic reaction: reactants, conditions, products, and yield As a reaction SMILES: [Br:11][CH2:12][C:13](=[O:14])[N:15]1[CH:16]([C:20]#[N:21])[CH2:17][CH2:18][CH2:19]1.[NH2:1][C:2]12[CH2:3][CH2:4][C:5]([F:10])([CH2:6][CH2:7]1)[CH2:8][CH2:9]2>>[NH:1]([C:2]12[CH2:3][CH2:4][C:5]([F:10])([CH2:6][CH2:7]1)[CH2:8][CH2:9]2)[CH2:12][C:13](=[O:14])[N:15]1[CH:16]([C:20]#[N:21])[CH2:17][CH2:18][CH2:19]1. Starting materials: N#CC1CCCN1C(=O)CBr, NC12CCC(F)(CC1)CC2. The product is N#CC1CCCN1C(=O)CNC12CCC(F)(CC1)CC2. The reactants are CC(C=CC1C(C)(C)CCC1(C)C)NC(=O)OC(C)(C)C, [K+], [OH-], O, O=C(O)C(F)(F)F. Product: CC(N)C=CC1C(C)(C)CCC1(C)C. As a reaction SMILES: [C:1]([O:2][C:3]([CH3:4])([CH3:5])[CH3:6])(=[O:7])[NH:8][CH:9]([CH3:10])[CH:11]=[CH:12][CH:13]1[C:14]([CH3:20])([CH3:21])[CH2:15][CH2:16][C:17]1([CH3:18])[CH3:19].[K+:24].[OH-:23].[OH2:22].[OH:25][C:26]([C:27]([F:28])([F:29])[F:30])=[O:31]>>[NH2:8][CH:9]([CH3:10])[CH:11]=[CH:12][CH:13]1[C:14]([CH3:20])([CH3:21])[CH2:15][CH2:16][C:17]1([CH3:18])[CH3:19]. The reactants are C1(=CC=C(C=C1)S(=O)(=O)O)C (toluene-p-sulphonic acid), COC(=O)C=C(C)N[C@@H](C(=O)[O-])C1=CC=CC=C1.[Na+] (sodium (R)-N-(1-methoxycarbonylpropen-2-yl)-α-aminophenylacetate), ClC(=O)OCC (ethyl chloroformate), solution, CN1CCOCC1 (N-methylmorpholine), CC1([C@@H](N2[C@H](S1)[C@@H](C2=O)N)C(=O)O)C (6-APA), O.C1(=CC=C(C=C1)S(=O)(=O)O)C (toluene-p-sulphonic acid monohydrate), [OH-].[Na+] (sodium hydroxide). The solvent is O (water), CC(CC(C)=O)C (4-methylpentan-2-one), CC(CC(C)=O)C (4-methylpentan-2-one). Conditions: time 30 minute. The product is CC1([C@@H](N2[C@H](S1)[C@@H](C2=O)NC(=O)[C@@H](C=3C=CC=CC3)N)C(=O)O)C.C1(=CC=C(C=C1)S(=O)(=O)[O-])C (ampicillin toluene-p-sulphonate). Yield: 81.7%. As a reaction SMILES: ClC(OCC)=O.CN1CCOCC1.COC(C=C([NH:21][C@H:22]([C:26]1[CH:31]=[CH:30][CH:29]=[CH:28][CH:27]=1)[C:23]([O-:25])=O)C)=O.[Na+].[CH3:33][C:34]1([CH3:46])[S:38][C@@H:37]2[C@H:39]([NH2:42])[C:40](=[O:41])[N:36]2[C@H:35]1[C:43]([OH:45])=[O:44].O.[C:48]1([CH3:58])[CH:53]=[CH:52][C:51]([S:54]([OH:57])(=[O:56])=[O:55])=[CH:50][CH:49]=1.[OH-].[Na+].C1(C)C=CC(S(O)(=O)=O)=CC=1>CC(C)CC(=O)C.O>[CH3:33][C:34]1([CH3:46])[S:38][C@@H:37]2[C@H:39]([NH:42][C:23]([C@H:22]([NH2:21])[C:26]3[CH:27]=[CH:28][CH:29]=[CH:30][CH:31]=3)=[O:25])[C:40](=[O:41])[N:36]2[C@H:35]1[C:43]([OH:45])=[O:44].[C:48]1([CH3:58])[CH:49]=[CH:50][C:51]([S:54]([O-:57])(=[O:55])=[O:56])=[CH:52][CH:53]=1 |f:2.3,5.6,7.8,12.13|. Procedure: Meanwhile, 4-methylpentan-2-one (70 ml) was stirred and cooled to 0° and ethyl chloroformate (2.0 ml, 0.0208 mole) and a 1% solution of N-methylmorpholine in 4-methylpentan-2-one (3 ml) were added. The solution was cooled to -5° and sodium (R)-N-(1-methoxycarbonylpropen-2-yl)-α-aminophenylacetate (5.42 g, 0.02 mole) was added. The suspension was stirred at 0° to -5° for 30 minutes and then cooled to -30°. The 6-APA solution prepared above was added so as to keep the temperature of the mixture be... The reactants are O=C([O-])[O-], CCCCC(CC)CN, CCCCCC, CS(C)=O, [K+], [K+], O, ClCCCOc1ccc2ccccc2c1, c1ccccc1. The product is CCCCC(CC)CNCCCOc1ccc2ccccc2c1. Reaction SMILES: [C:1](=[O:2])([O-:3])[O-:4].[CH2:7]([CH3:8])[CH:9]([CH2:10][NH2:11])[CH2:12][CH2:13][CH2:14][CH3:15].[CH3:31][CH2:32][CH2:33][CH2:34][CH2:35][CH3:36].[CH3:43][S:44]([CH3:45])=[O:46].[K+:5].[K+:6].[OH2:47].[cH:16]1[c:17]([O:26][CH2:27][CH2:28][CH2:29][Cl:30])[cH:18][cH:19][c:20]2[cH:21][cH:22][cH:23][cH:24][c:25]12.[cH:37]1[cH:38][cH:39][cH:40][cH:41][cH:42]1>>[CH2:7]([CH3:8])[CH:9]([CH2:10][NH:11][CH2:29][CH2:28][CH2:27][O:26][c:17]1[cH:16][c:25]2[c:20]([cH:19][cH:18]1)[cH:21][cH:22][cH:23][cH:24]2)[CH2:12][CH2:13][CH2:14][CH3:15]. Starting materials: C(C)(=O)O.C(CC1=CC=CC=C1)C1NC(CC1)C(C1=CC2=C(C=C1)OCO2)O (2-[phenethyl]-5-[(3,4-methylenedioxy)-α-hydroxybenzyl]pyrrolidine acetate), S(O)(O)(=O)=O (sulfuric acid). Run in C(C)O (ethanol), C(C)O (ethanol). Product: S(O)(O)(=O)=O.C(CC1=CC=CC=C1)C1NC(CC1)C(C1=CC2=C(C=C1)OCO2)O (2-[phenethyl]-5-[(3,4-methylenedioxy)-α-hydroxybenzyl]pyrrolidine bisulfate). Reaction SMILES: C(O)(=O)C.[CH2:5]([CH:13]1[CH2:17][CH2:16][CH:15]([CH:18]([OH:28])[C:19]2[CH:24]=[CH:23][C:22]3[O:25][CH2:26][O:27][C:21]=3[CH:20]=2)[NH:14]1)[CH2:6][C:7]1[CH:12]=[CH:11][CH:10]=[CH:9][CH:8]=1.[S:29](=[O:33])(=[O:32])([OH:31])[OH:30]>C(O)C>[S:29](=[O:31])(=[O:30])([OH:33])[OH:32].[CH2:5]([CH:13]1[CH2:17][CH2:16][CH:15]([CH:18]([OH:28])[C:19]2[CH:24]=[CH:23][C:22]3[O:25][CH2:26][O:27][C:21]=3[CH:20]=2)[NH:14]1)[CH2:6][C:7]1[CH:12]=[CH:11][CH:10]=[CH:9][CH:8]=1 |f:0.1,4.5|. Procedure: 1 g of ±2-[phenethyl]-5-[(3,4-methylenedioxy)-α-hydroxybenzyl]pyrrolidine acetate, prepared according to Example 15, is dissolved in a solution of 1 ml 50% aqueous sulfuric acid in 10 ml ethanol and the resulting precipitate is harvested. The product is suspended in ethanol and filtered, air dried, and recrystallized from methanol/acetone to yield ±2-[phenethyl]-5-[(3,4-methylenedioxy)-α-hydroxybenzyl]pyrrolidine bisulfate. Starting materials: [N+](=O)(O)[O-].NN=C(N(N)N)N (triaminoguanidine nitrate), [N+](=O)(O)[O-].NC(=N)N (guanidine nitrate), NN (hydrazine), ( 1 ), NN (hydrazine). Run in alcohol. Yields the product [N+](=O)(O)[O-].NN=C(N)N (monoaminoguanidine nitrate), [N+](=O)(O)[O-].NNC(=N)NN (diaminoguanidine nitrate). RXN SMILES: [N+:1]([O-:4])([OH:3])=[O:2].[NH2:5][N:6]=[C:7]([NH2:11])[N:8](N)[NH2:9].[N+:12]([O-:15])([OH:14])=[O:13].NC(N)=N.NN>>[N+:1]([O-:4])([OH:3])=[O:2].[NH2:5][N:6]=[C:7]([NH2:11])[NH2:8].[N+:12]([O-:15])([OH:14])=[O:13].[NH2:5][NH:6][C:7]([NH:8][NH2:9])=[NH:11] |f:0.1,2.3,5.6,7.8|. Procedure details: A process for preparing triaminoguanidine nitrate from relatively impure -99 percent)/commercial guanidine nitrate and commercial grade aqueous hydrazine (50-64 weight percent) in alcohol by: (1) adding enough hydrazine to form monoaminoguanidine nitrate, diaminoguanidine nitrate, or mixtures thereof, (2) physically removing the alcohol insoluble, solid impurities from the solution, (3) adding the remainder of the hydrazine needed to form triaminoguanidine nitrate, (4) adding nitric acid to adju... The reactants are COC(C(NC(CC1=CC=C(C=C1)OCC=C)=O)CCl)=O (4-Allyloxy-3-chloro-phenylacetyl-(DL)-alanine methyl ester), [OH-].[Na+] (sodium hydroxide), Cl (hydrochloric acid). Solvent: CC(=O)C (acetone). Conditions: temperature 40 celsius. Product: C(C=C)OC1=CC=C(C=C1)CC(=O)NC(CCl)C(=O)O (4-Allyloxy-3-chloro-phenylacetyl-(DL)-alanine). Isolated yield 94.2%. RXN SMILES: C[O:2][C:3](=[O:21])[CH:4]([CH2:19][Cl:20])[NH:5][C:6](=[O:18])[CH2:7][C:8]1[CH:13]=[CH:12][C:11]([O:14][CH2:15][CH:16]=[CH2:17])=[CH:10][CH:9]=1.[OH-].[Na+].Cl>CC(C)=O>[CH2:15]([O:14][C:11]1[CH:10]=[CH:9][C:8]([CH2:7][C:6]([NH:5][CH:4]([C:3]([OH:21])=[O:2])[CH2:19][Cl:20])=[O:18])=[CH:13][CH:12]=1)[CH:16]=[CH2:17] |f:1.2|. Reported procedure: 4-Allyloxy-3-chloro-phenylacetyl-(DL)-alanine methyl ester (2.0 g) was suspended in acetone (20 ml). Aqueous sodium hydroxide (1 M, 8.0 ml) was added and the mixture was gently warmed to effect solution, and then heated to 40° C. for 20 min. After the solution has been cooled, the pH was adjusted to 2-3 using dilute hydrochloric acid (3 M) and the product was extracted with ethyl acetate (40 ml). The extract was dried (anhydrous sodium sulphate). The solvent was evaporated at reduced pressure to... Starting materials: COC(=O)c1ccc(C(=O)NNC=C2C(=O)N(c3ccc(C(C)(C)C)cc3)N=C2C)cc1, CO, Cl, [Na+], [OH-]. Yields the product CC1=NN(c2ccc(C(C)(C)C)cc2)C(=O)C1=CNNC(=O)c1ccc(C(=O)O)cc1. As a reaction SMILES: [C:1]([CH3:2])([CH3:3])([CH3:4])[c:5]1[cH:6][cH:7][c:8]([N:11]2[N:12]=[C:13]([CH3:32])[C:14](=[CH:17][NH:18][NH:19][C:20]([c:21]3[cH:22][cH:23][c:24]([C:27](=[O:28])[O:29][CH3:30])[cH:25][cH:26]3)=[O:31])[C:15]2=[O:16])[cH:9][cH:10]1.[CH3:36][OH:37].[ClH:35].[Na+:34].[OH-:33]>>[C:1]([CH3:2])([CH3:3])([CH3:4])[c:5]1[cH:6][cH:7][c:8]([N:11]2[N:12]=[C:13]([CH3:32])[C:14](=[CH:17][NH:18][NH:19][C:20]([c:21]3[cH:22][cH:23][c:24]([C:27](=[O:28])[OH:29])[cH:25][cH:26]3)=[O:31])[C:15]2=[O:16])[cH:9][cH:10]1. Reactants: S1C(=CC=C1)[Mg]Br (2-thienylmagnesium bromide), C1(=CC=CC=C1)[Mg]Br (phenylmagnesium bromide), C1CCOC1 (THF). Yields the product S1C(=CC=C1)[C@@H](O)C1=CC=CC=C1 ((S)-2-thienylphenylmethanol). RXN SMILES: [S:1]1[CH:5]=[CH:4][CH:3]=[C:2]1[Mg]Br.[C:8]1([Mg]Br)[CH:13]=[CH:12][CH:11]=[CH:10][CH:9]=1.C1C[O:19][CH2:18]C1>>[S:1]1[CH:5]=[CH:4][CH:3]=[C:2]1[C@H:18]([C:8]1[CH:13]=[CH:12][CH:11]=[CH:10][CH:9]=1)[OH:19]. Reported procedure: An operation was carried out in the same manner as in Example 14, except that 0.375 mL (0.375 mmol) of commercial 2-thienylmagnesium bromide (1.0 mol/L) was used instead of the anhydrous THF solution of phenylmagnesium bromide. Thus, (S)-2-thienylphenylmethanol was obtained. The conversion rate of the raw material was 89%, while the enantiomeric excess was 69% ee. Starting materials: N1(CCOCC1)C=1N=C(NC(C1)=O)CC(=O)[O-].[Na+] (sodium [4-(morpholin-4-yl)-6-oxo-1,6-dihydropyrimidin-2-yl]acetate), Cl.NC1=CSC=C1 (3-aminothiophene hydrochloride). The product is N1(CCOCC1)C=1N=C(NC(C1)=O)CC(=O)NC1=CSC=C1 (2-[4-(morpholin-4-yl)-6-oxo-1,6-dihydropyrimidin-2-yl]-N-(thiophen-3-yl)acetamide). Isolated yield 82.2%. RXN SMILES: [N:1]1([C:7]2[N:8]=[C:9]([CH2:14][C:15]([O-:17])=O)[NH:10][C:11](=[O:13])[CH:12]=2)[CH2:6][CH2:5][O:4][CH2:3][CH2:2]1.[Na+].Cl.[NH2:20][C:21]1[CH:25]=[CH:24][S:23][CH:22]=1>>[N:1]1([C:7]2[N:8]=[C:9]([CH2:14][C:15]([NH:20][C:21]3[CH:25]=[CH:24][S:23][CH:22]=3)=[O:17])[NH:10][C:11](=[O:13])[CH:12]=2)[CH2:2][CH2:3][O:4][CH2:5][CH2:6]1 |f:0.1,2.3|. Procedure: The product is prepared according to the procedure described in Example 5, using 250 mg of sodium [4-(morpholin-4-yl)-6-oxo-1,6-dihydropyrimidin-2-yl]acetate and 400 mg of 3-aminothiophene hydrochloride in place of the 2,4-difluoroaniline. 252 mg of 2-[4-(morpholin-4-yl)-6-oxo-1,6-dihydropyrimidin-2-yl]-N-(thiophen-3-yl)acetamide are obtained in the form of a beige solid, the characteristics of which are the following: